This data is from the Open Reaction Database (ORD), a public repository of structured organic reaction records. The task is: describe an organic reaction: reactants, conditions, products, and yield Starting materials: C(C1=CC=CC=C1)(=O)C=1C=C2CC(NC2=CC1)=O (5-benzoylindolin-2-one), pure product, [OH-].[Na+] (sodium hydroxide), Cl (hydrochloric acid). Yields the product NC1=C(C=C(C=C1)C(C1=CC=CC=C1)=O)CC(=O)O (2-Amino-5-benzoylphenylacetic Acid). As a reaction SMILES: [C:1]([C:9]1[CH:10]=[C:11]2[C:15](=[CH:16][CH:17]=1)[NH:14][C:13](=[O:18])[CH2:12]2)(=[O:8])[C:2]1[CH:7]=[CH:6][CH:5]=[CH:4][CH:3]=1.[OH-:19].[Na+].Cl>>[NH2:14][C:15]1[CH:16]=[CH:17][C:9]([C:1](=[O:8])[C:2]2[CH:7]=[CH:6][CH:5]=[CH:4][CH:3]=2)=[CH:10][C:11]=1[CH2:12][C:13]([OH:18])=[O:19] |f:1.2|. Reported procedure: A mixture of 1.0 g. (0.004 mole) of 5-benzoylindolin-2-one and 30 ml. of 3N sodium hydroxide was refluxed for 0.5 hour. The reaction mixture was cooled, acidified to pH 6 with 3N hydrochloric acid and slightly acidic solution was extracted with chloroform. The chloroform extracts were dried (magnesium sulfate) and concentrated to a solid. Recrystallization from ethanol-water gave 0.9 g. (84.5%) of pure product which melted at 143°-145° C. The reactants are CO, COC(=O)c1cc2c(Nc3ccc(Cl)cc3F)ccnc2cc1OC, [Na+], [OH-], O. The product is COc1cc2nccc(Nc3ccc(Cl)cc3F)c2cc1C(=O)O. RXN SMILES: [CH3:28][OH:29].[Cl:1][c:2]1[cH:3][c:4]([F:25])[c:5]([NH:6][c:7]2[cH:8][cH:9][n:10][c:11]3[cH:12][c:13]([O:21][CH3:22])[c:14]([C:17](=[O:18])[O:19][CH3:20])[cH:15][c:16]23)[cH:23][cH:24]1.[Na+:27].[OH-:26].[OH2:30]>>[Cl:1][c:2]1[cH:3][c:4]([F:25])[c:5]([NH:6][c:7]2[cH:8][cH:9][n:10][c:11]3[cH:12][c:13]([O:21][CH3:22])[c:14]([C:17](=[O:18])[OH:19])[cH:15][c:16]23)[cH:23][cH:24]1. Isolated yield 70.4%. The reagents and catalysts are C1=CC=C(C=C1)P([C-]2C=CC=C2)C3=CC=CC=C3.C1=CC=C(C=C1)P([C-]2C=CC=C2)C3=CC=CC=C3.Cl[Pd]Cl.[Fe+2] (Pd(dppf)Cl2). Conditions: temperature 80 celsius, time 6 hour. Reported procedure: To a 10 mL microwave vial were added 2,5-dichloropyrimidine (285 mg, 1.8 mmol), Pd(dppf)Cl2.DCM (45 mg, 0.05 mmol), (4-(((tert-butoxycarbonyl)amino)methyl)phenyl)boronic acid (419 mg, 1.67 mmol), Na2CO3 (2 mL, 2M) and 1,4-dioxane (7 mL). The vial was flushed with N2 then capped and placed in a heating block and heated at 80° Celsius. After 6 h, the resulting mixture cooled to RT and transferred to a round-bottomed flask and concentrated to dryness. The residue was purified using FCC to provide 3... RXN SMILES: Cl[C:2]1[N:7]=[CH:6][C:5]([Cl:8])=[CH:4][N:3]=1.C(Cl)Cl.[C:12]([O:16][C:17]([NH:19][CH2:20][C:21]1[CH:26]=[CH:25][C:24](B(O)O)=[CH:23][CH:22]=1)=[O:18])([CH3:15])([CH3:14])[CH3:13].C([O-])([O-])=O.[Na+].[Na+]>C1C=CC(P(C2C=CC=CC=2)[C-]2C=CC=C2)=CC=1.C1C=CC(P(C2C=CC=CC=2)[C-]2C=CC=C2)=CC=1.Cl[Pd]Cl.[Fe+2].O1CCOCC1>[C:12]([O:16][C:17](=[O:18])[NH:19][CH2:20][C:21]1[CH:22]=[CH:23][C:24]([C:2]2[N:7]=[CH:6][C:5]([Cl:8])=[CH:4][N:3]=2)=[CH:25][CH:26]=1)([CH3:15])([CH3:13])[CH3:14] |f:3.4.5,6.7.8.9|. The product is C(C)(C)(C)OC(NCC1=CC=C(C=C1)C1=NC=C(C=N1)Cl)=O (tert-butyl-4-(5-Chloropyrimidin-2-yl)benzylcarbamate). The solvent is O1CCOCC1 (1,4-dioxane). The reactants are C(Cl)Cl (DCM), C(=O)([O-])[O-].[Na+].[Na+] (Na2CO3), ClC1=NC=C(C=N1)Cl (2,5-dichloropyrimidine), C(C)(C)(C)OC(=O)NCC1=CC=C(C=C1)B(O)O ((4-(((tert-butoxycarbonyl)amino)methyl)phenyl)boronic acid). Reactants: CC(C)([O-])C.[K+] (potassium tert-butoxide), O1CCCC1 (tetrahydrofuran), C1(CCCCC1)C(=O)C=1C(=NC=CC1)N(C(C)=O)CC (N-(3-cyclohexylcarbonyl-2-pyridyl)-N-ethylacetamide). The solvent is O (water). Run at time 30 minute. Yields the product C1(CCCCC1)C1=CC(N(C2=NC=CC=C12)CC)=O (4-cyclohexyl-1-ethyl-1,8-naphthyridin-2(1H)-one). Isolated yield 75.3%. Reaction SMILES: CC(C)([O-])C.[K+].O1CCCC1.[CH:12]1([C:18]([C:20]2[C:21]([N:26]([CH2:30][CH3:31])[C:27](=[O:29])[CH3:28])=[N:22][CH:23]=[CH:24][CH:25]=2)=O)[CH2:17][CH2:16][CH2:15][CH2:14][CH2:13]1>O>[CH:12]1([C:18]2[C:20]3[C:21](=[N:22][CH:23]=[CH:24][CH:25]=3)[N:26]([CH2:30][CH3:31])[C:27](=[O:29])[CH:28]=2)[CH2:17][CH2:16][CH2:15][CH2:14][CH2:13]1 |f:0.1|. Procedure details: Under ice-cooling, 2.9 g of 90% potassium tert-butoxide was added to 70 ml of tetrahydrofuran solution containing 6.4 g of N-(3-cyclohexylcarbonyl-2-pyridyl)-N-ethylacetamide, and the mixture was stirred at room temperature for 30 minutes. The reaction solution was mixed with water and extracted with ethyl acetate, and the resulting organic layer was dried over anhydrous magnesium sulfate. After removing magnesium sulfate by filtration, the filtrate was concentrated under reduced pressure and th...